Dataset: the Open Reaction Database (ORD), a public repository of structured organic reaction records. Task: describe an organic reaction: reactants, conditions, products, and yield Starting materials: CC(=O)O, FCC1CN2CCOCC2CN1Cc1ccccc1. Yields the product FCC1CN2CCOCC2CN1. Reaction SMILES: [C:20]([OH:21])(=[O:22])[CH3:23].[F:1][CH2:2][CH:3]1[N:4]([CH2:13][c:14]2[cH:15][cH:16][cH:17][cH:18][cH:19]2)[CH2:5][CH:6]2[CH2:7][O:8][CH2:9][CH2:10][N:11]2[CH2:12]1>>[F:1][CH2:2][CH:3]1[NH:4][CH2:5][CH:6]2[CH2:7][O:8][CH2:9][CH2:10][N:11]2[CH2:12]1. The reactants are C(C1=CC=CC=C1)N(C=1C=C2C(=CN1)NC(=C2)C(O)C2=CC=CC=C2)CC2=CC=CC=C2 ([5-(Dibenzylamino)-1H-pyrrolo[2,3-c]pyridin-2-yl](phenyl)methanol). Yields the product C(C1=CC=CC=C1)N(C=1C=C2C(=CN1)NC(=C2)C(=O)C2=CC=CC=C2)CC2=CC=CC=C2 ([5-(dibenzylamino)-1 h-pyrrolo[2,3-c]pyridin-2-yl](phenyl)methanone). RXN SMILES: [CH2:1]([N:8]([CH2:26][C:27]1[CH:32]=[CH:31][CH:30]=[CH:29][CH:28]=1)[C:9]1[CH:10]=[C:11]2[CH:17]=[C:16]([CH:18]([C:20]3[CH:25]=[CH:24][CH:23]=[CH:22][CH:21]=3)[OH:19])[NH:15][C:12]2=[CH:13][N:14]=1)[C:2]1[CH:7]=[CH:6][CH:5]=[CH:4][CH:3]=1>[O-2].[O-2].[Mn+4]>[CH2:26]([N:8]([CH2:1][C:2]1[CH:7]=[CH:6][CH:5]=[CH:4][CH:3]=1)[C:9]1[CH:10]=[C:11]2[CH:17]=[C:16]([C:18]([C:20]3[CH:21]=[CH:22][CH:23]=[CH:24][CH:25]=3)=[O:19])[NH:15][C:12]2=[CH:13][N:14]=1)[C:27]1[CH:28]=[CH:29][CH:30]=[CH:31][CH:32]=1 |f:1.2.3|. Reagents/catalysts: [O-2].[O-2].[Mn+4] (manganese dioxide). Procedure: [5-(Dibenzylamino)-1H-pyrrolo[2,3-c]pyridin-2-yl](phenyl)methanol (Example 54) was oxidized using manganese dioxide to provide [5-(dibenzylamino)-1 h-pyrrolo[2,3-c]pyridin-2-yl](phenyl)methanone following the procedure described for Example 139 using methylene chloride as a solvent. Trituration of the crude material with Et2O provided [5-(dibenzylamino)-1H-pyrrolo[2,3-c]pyridin-2-yl](phenyl)methanone (220 mg, 44%) as a yellow solid: 1H NMR (300 MHz, CD3OD) δ4.77 (4H, s), 6.69 (1H, s), 6.82 (1H, ... Product: BrC=1C=CC2=C(C(=C(C(O2)(C)C)CBr)N2C(C=CC=C2)=O)C1 (6-bromo-2,2-dimethyl-3-bromomethyl-4-(2-oxo-1,2-dihydropyridin-1-yl)-2H-1-benzopyran). The yield is 236.2%. RXN SMILES: [Br:1][C:2]1[CH:3]=[CH:4][C:5]2[O:10][C:9]([CH3:12])([CH3:11])[C:8]([CH2:13]O)=[C:7]([N:15]3[CH:20]=[CH:19][CH:18]=[CH:17][C:16]3=[O:21])[C:6]=2[CH:22]=1.P(Br)(Br)[Br:24].O.C(OCC)(=O)C>C1(C)C=CC=CC=1>[Br:1][C:2]1[CH:3]=[CH:4][C:5]2[O:10][C:9]([CH3:12])([CH3:11])[C:8]([CH2:13][Br:24])=[C:7]([N:15]3[CH:20]=[CH:19][CH:18]=[CH:17][C:16]3=[O:21])[C:6]=2[CH:22]=1. Reported procedure: 6-bromo-2,2-dimethyl-3-hydroxymethyl-4-(2-oxo-1,2-dihydropyridin-1-yl)-2H-1-benzopyran (9.0 g, 0.0248 mol) was suspended in toluene (150 ml). Phosphorus tribromide (0.94 ml, 2.69 g, 0.0099 mol) was added and the mixture heated at reflux for two hours. The cooled solution was treated with water and ethyl acetate, the organic phase separated and washed three times with aqueous sodium chloride solution, and then dried and evaporated under reduced pressure. The residue was triturated with pentane an... Reactants: BrC=1C=CC2=C(C(=C(C(O2)(C)C)CO)N2C(C=CC=C2)=O)C1 (6-bromo-2,2-dimethyl-3-hydroxymethyl-4-(2-oxo-1,2-dihydropyridin-1-yl)-2H-1-benzopyran), P(Br)(Br)Br (Phosphorus tribromide), O (water), C(C)(=O)OCC (ethyl acetate). The solvent is C1(=CC=CC=C1)C (toluene). Reactants: C(C)(=O)[O-] (acetate), C1=NC2=C(C(=N1)N)N=CN2[C@H]3[C@@H]([C@@H]([C@H](O3)COP(=O)(O)O)O)O (adenylate), C(C)(=O)SCCNC(CCNC([C@@H](C(COP(OP(OC[C@@H]1[C@H]([C@H]([C@@H](O1)N1C=NC=2C(N)=NC=NC12)O)OP(=O)(O)O)(=O)O)(=O)O)(C)C)O)=O)=O (acetyl CoA). Product: P(O)(=O)(OP(=O)(O)OP(=O)(O)O)OC[C@@H]1[C@H]([C@H]([C@@H](O1)N1C=NC=2C(N)=NC=NC12)O)O (ATP). As a reaction SMILES: C([O-])(=O)C.[CH:5]1[N:10]=[C:9]([NH2:11])[C:8]2[N:12]=[CH:13][N:14]([C@@H:15]3[O:19][C@H:18]([CH2:20][O:21][P:22]([OH:25])([OH:24])=[O:23])[C@@H:17]([OH:26])[C@H:16]3[OH:27])[C:7]=2[N:6]=1.C(SCCNC(=O)CCNC(=O)[C@H](O)C(C)(C)C[O:43][P:44]([OH:73])(=[O:72])[O:45][P:46](O)(=[O:70])[O:47]C[C@H]1O[C@@H](N2C3N=CN=C(N)C=3N=C2)[C@H](O)[C@@H]1OP(O)(O)=O)(=O)C>>[P:22]([O:21][CH2:20][C@H:18]1[O:19][C@@H:15]([N:14]2[C:7]3[N:6]=[CH:5][N:10]=[C:9]([NH2:11])[C:8]=3[N:12]=[CH:13]2)[C@H:16]([OH:27])[C@@H:17]1[OH:26])([O:25][P:46]([O:45][P:44]([OH:73])([OH:72])=[O:43])([OH:70])=[O:47])(=[O:24])[OH:23]. Procedure details: A column (inside diameter: 1.8 cm, length: 12 cm) was packed with 2,000 units of immobilized acetate kinase, 200 units of immobilized adenylate kinase and 10 units of immobilized acetyl CoA synthetase which were obtained by the same methods as in Example 11, and 4 mM of AMP, 1.0 mM of ATP (25% based on the concentration of AMP), 25 mM of acetyl phosphate, 2.5 mM of potassium acetate and 2.5 mM of reduction type CoA lithium salt which were dissolved in a 100 mM imidazole hydrochloride buffer solu... Starting materials: Fc1cc(Br)ccc1CBr, O=C([O-])[O-], CN(C)C=O, O=C1Nc2c(Cl)cccc2C1=O, Clc1ccccc1, Cl, [K+], [K+], O. The product is O=C1C(=O)N(Cc2ccc(Br)cc2F)c2c(Cl)cccc21. As a reaction SMILES: [Br:19][c:20]1[cH:21][c:22]([F:28])[c:23]([CH2:24][Br:25])[cH:26][cH:27]1.[C:13](=[O:14])([O-:15])[O-:16].[CH3:30][N:31]([CH3:32])[CH:33]=[O:34].[Cl:1][c:2]1[cH:3][cH:4][cH:5][c:6]2[c:10]1[NH:9][C:8](=[O:11])[C:7]2=[O:12].[Cl:35][c:36]1[cH:37][cH:38][cH:39][cH:40][cH:41]1.[ClH:29].[K+:17].[K+:18].[OH2:42]>>[Cl:1][c:2]1[cH:3][cH:4][cH:5][c:6]2[c:10]1[N:9]([CH2:24][c:23]1[c:22]([F:28])[cH:21][c:20]([Br:19])[cH:27][cH:26]1)[C:8](=[O:11])[C:7]2=[O:12]. Reactants: CCOC(=O)c1ccnc(C#Cc2cc(OC)c(OC)c(OC)c2)c1, CO, [Li+], [OH-], O. The product is COc1cc(C#Cc2cc(C(=O)O)ccn2)cc(OC)c1OC. As a reaction SMILES: [CH3:1][O:2][c:3]1[cH:4][c:5]([C:13]#[C:14][c:15]2[n:16][cH:17][cH:18][c:19]([C:21](=[O:22])[O:23][CH2:24][CH3:25])[cH:20]2)[cH:6][c:7]([O:11][CH3:12])[c:8]1[O:9][CH3:10].[CH3:29][OH:30].[Li+:28].[OH-:27].[OH2:26]>>[CH3:1][O:2][c:3]1[cH:4][c:5]([C:13]#[C:14][c:15]2[n:16][cH:17][cH:18][c:19]([C:21](=[O:22])[OH:23])[cH:20]2)[cH:6][c:7]([O:11][CH3:12])[c:8]1[O:9][CH3:10]. Procedure: To a solution of 0.181 g (1.0 mmol) of 5,6-dihydrophenanthridine in 2 ml of warm pyridine is added 0.273 g (1.0 mmol) of 4-[(2-methylbenzoyl)amino]benzoyl chloride. The mixture is stirred overnight at room temperature, 1.2 ml of 2N HCl added. The solid which separates is filtered and washed with water. The solid is dissolved in dichloromethane and the solution washed with 2M sodium carbonate. The organic layer is concentrated and the residue chromatographed twice on silica gel with ethyl acetate... Reaction conditions: time 8 hour. The product is CC1=C(C(=O)NC2=CC=C(C=C2)C(=O)N2C=3C=CC=CC3C3=CC=CC=C3C2)C=CC=C1 (2-Methyl-N-[4-[(5(6H)-phenanthridinyl)carbonyl]phenyl]benzamide). The yield is 18.9%. Reaction SMILES: [CH:1]1[C:14]2[C:13]3[C:8](=[CH:9][CH:10]=[CH:11][CH:12]=3)[CH2:7][NH:6][C:5]=2[CH:4]=[CH:3][CH:2]=1.[CH3:15][C:16]1[CH:33]=[CH:32][CH:31]=[CH:30][C:17]=1[C:18]([NH:20][C:21]1[CH:29]=[CH:28][C:24]([C:25](Cl)=[O:26])=[CH:23][CH:22]=1)=[O:19].Cl>N1C=CC=CC=1>[CH3:15][C:16]1[CH:33]=[CH:32][CH:31]=[CH:30][C:17]=1[C:18]([NH:20][C:21]1[CH:29]=[CH:28][C:24]([C:25]([N:6]2[CH2:7][C:8]3[C:13](=[CH:12][CH:11]=[CH:10][CH:9]=3)[C:14]3[CH:1]=[CH:2][CH:3]=[CH:4][C:5]2=3)=[O:26])=[CH:23][CH:22]=1)=[O:19]. The solvent is N1=CC=CC=C1 (pyridine). Starting materials: C1=CC=CC=2NCC3=CC=CC=C3C12 (5,6-dihydrophenanthridine), CC1=C(C(=O)NC2=CC=C(C(=O)Cl)C=C2)C=CC=C1 (4-[(2-methylbenzoyl)amino]benzoyl chloride), Cl (HCl). Reactants: COC(C)(C)OC (2,2-dimethoxypropane), O.C1(=CC=C(C=C1)S(=O)(=O)O)C (p-toluenesulfonic acid monohydrate), [N+](=O)([O-])C(CO)(CO)CCC1=CC=CC=C1 (2-nitro-2-phenethylpropane-1,3-diol). Run in C(C)(=O)OCC (ethyl acetate), CN(C)C=O (DMF). Run at time 8 hour. Yields the product CC1(OCC(CO1)(CCC1=CC=CC=C1)[N+](=O)[O-])C (2,2-dimethyl-5-nitro-5-phenethyl-1,3-dioxane). As a reaction SMILES: [N+:1]([C:4]([CH2:9][CH2:10][C:11]1[CH:16]=[CH:15][CH:14]=[CH:13][CH:12]=1)([CH2:7][OH:8])[CH2:5][OH:6])([O-:3])=[O:2].CO[C:19](OC)([CH3:21])[CH3:20].O.C1(C)C=CC(S(O)(=O)=O)=CC=1>CN(C=O)C.C(OCC)(=O)C>[CH3:20][C:19]1([CH3:21])[O:8][CH2:7][C:4]([N+:1]([O-:3])=[O:2])([CH2:9][CH2:10][C:11]2[CH:12]=[CH:13][CH:14]=[CH:15][CH:16]=2)[CH2:5][O:6]1 |f:2.3|. Procedure: To a suspension of 2-nitro-2-phenethylpropane-1,3-diol (19) (40.0 mmol) in DMF (40 ml) was added 2,2-dimethoxypropane (6.0 ml, 50 mmol) and p-toluenesulfonic acid monohydrate (400 mg, 2.0 mmol) and stirring was continued overnight. The reaction mixture was diluted with ethyl acetate, washed with saturated NaHCO3 and brine, dried, and concentrated. The residue was pure enough for transformation to the next step or could be purified by silica gel column chromatography. The reactants are CCOC(=O)c1sc(N2CCN(CCOc3ccccc3)C2=O)cc1C, CCO, Cl, [Na+], [OH-]. The product is Cc1cc(N2CCN(CCOc3ccccc3)C2=O)sc1C(=O)O. RXN SMILES: [CH3:1][c:2]1[c:3]([C:22](=[O:23])[O:24][CH2:25][CH3:26])[s:4][c:5]([N:7]2[C:8](=[O:21])[N:9]([CH2:12][CH2:13][O:14][c:15]3[cH:16][cH:17][cH:18][cH:19][cH:20]3)[CH2:10][CH2:11]2)[cH:6]1.[CH3:30][CH2:31][OH:32].[ClH:29].[Na+:28].[OH-:27]>>[CH3:1][c:2]1[c:3]([C:22](=[O:23])[OH:24])[s:4][c:5]([N:7]2[C:8](=[O:21])[N:9]([CH2:12][CH2:13][O:14][c:15]3[cH:16][cH:17][cH:18][cH:19][cH:20]3)[CH2:10][CH2:11]2)[cH:6]1.